This data is from the Open Reaction Database (ORD), a public repository of structured organic reaction records. The task is: describe an organic reaction: reactants, conditions, products, and yield Starting materials: C(C)(C)[Si]1(O[Si](OC[C@@H]2[C@@H](O1)C[C@@H](C2)NC(OC(C)(C)C)=O)(C(C)C)C(C)C)C(C)C ((-)-(6aR, 8R, 9aS)-tert-butyl N-(hexahydro-2,2,4,4-tetraisopropylcyclopenta [f]-1,3,5,2,4-trioxadisilocin-8-yl)carbamate), O.[F-].C(C)[N+](CC)(CC)CC (tetraethyl ammonium fluoride hydrate). Solvent: O1CCCC1 (tetrahydrofuran). Reaction conditions: time 2 day. The product is O[C@H]1C[C@@H](C[C@@H]1CO)NC(OC(C)(C)C)=O ((+)-(1R, 3S, 4R)-tert-Butyl N-[3-hydroxy-4-(hydroxymethyl]-1-cyclopentyl]carbamate). Reaction SMILES: C([Si]1(C(C)C)[O:11][C@H:10]2[CH2:12][C@H:13]([NH:15][C:16](=[O:22])[O:17][C:18]([CH3:21])([CH3:20])[CH3:19])[CH2:14][C@@H:9]2[CH2:8][O:7][Si](C(C)C)(C(C)C)O1)(C)C.O.[F-].C([N+](CC)(CC)CC)C>O1CCCC1>[OH:11][C@@H:10]1[C@@H:9]([CH2:8][OH:7])[CH2:14][C@@H:13]([NH:15][C:16](=[O:22])[O:17][C:18]([CH3:20])([CH3:19])[CH3:21])[CH2:12]1 |f:1.2.3|. Reported procedure: To a solution of (-)-(6aR, 8R, 9aS)-tert-butyl N-(hexahydro-2,2,4,4-tetraisopropylcyclopenta [f]-1,3,5,2,4-trioxadisilocin-8-yl)carbamate(74.32 g, 0.1569 mol, corresponding to the first portion of product in the above Example) in tetrahydrofuran (300 mL) was added tetraethyl ammonium fluoride hydrate (24.62 g, about 0.15 mol, Aldrich). The lumps of solid were broken up, the mixture was degassed (nitrogen), then refluxed for 45 minutes. After cooling to room temperature, the reaction mixture was ... Reactants: N1N=NN=C1NC(=O)C1=CN=C2SC3=C(N2C1=O)C=C(C(=C3)O)[N+](=O)[O-] (N-(5-tetrazolyl)-7-nitro-8-hydroxy-4-oxo-4H-pyrimido[2,1-b]benzothiazole-3-carboxamide), N-(5-tetrazolyl)-7-nitro-8-methyl-4-oxo-4H-pyrimido[2,1-b]benzothiazole-3-carboximide, N1N=NN=C1NC(=O)C1=CN=C2SC3=C(N2C1=O)C=C(C(=C3)OCC)[N+](=O)[O-] (N-(5-tetrazolyl)-7-nitro-8-ethoxy-4-oxo-4H-pyrimido[2,1-b]benzothiazole-3-carboxamide), N1N=NN=C1NC(=O)C1=CN=C2SC3=C(N2C1=O)C=C(C(=C3)F)[N+](=O)[O-] (N-(5-tetrazolyl)-7-nitro-8-fluoro-4-oxo-4H-pyrimido[2,1-b]benzothiazole-3-carboxamide), N1N=NN=C1NC(=O)C1=CN=C2SC3=C(N2C1=O)C=C(C(=C3)CCC)[N+](=O)[O-] (N-(5-tetrazolyl)-7-nitro-8-n-propyl-4-oxo-4H-pyrimido[2,1-b]benzothiazole-3-carboxamide), N1N=NN=C1NC(=O)C1=CN=C2SC3=C(N2C1=O)C=C(C(=C3)OC)[N+](=O)[O-] (N-(5-tetrazolyl)-7-nitro-8-methoxy-4-oxo-4H-pyrimido[2,1-b]benzothiazole-3-carboxamide), N1N=NN=C1NC(=O)C1=CN=C2SC3=C(N2C1=O)C=C(C(=C3)Cl)[N+](=O)[O-] (N-(5-tetrazolyl)-7-nitro-8-chloro-4-oxo-4H-pyrimido[2,1-b]benzothiazole-3-carboxamide). Product: N1N=NN=C1NC(=O)C1=CN=C2SC3=C(N2C1=O)C=C(C(=C3)SC)[N+](=O)[O-] (N-(5-tetrazolyl)-7-nitro-8-methylthio-4-oxo-4H-pyrimido[2,1-b]benzothiazole-3-carboxamide). Reaction SMILES: [NH:1]1[C:5]([NH:6][C:7]([C:9]2[C:17](=[O:18])[N:16]3[C:12]([S:13][C:14]4[CH:22]=[C:21](CCC)[C:20]([N+:26]([O-:28])=[O:27])=[CH:19][C:15]=43)=[N:11][CH:10]=2)=[O:8])=[N:4][N:3]=[N:2]1.N1C(NC(C2C(=O)N3[C:40]([S:41]C4C=C(OC)C([N+]([O-])=O)=CC=43)=NC=2)=O)=NN=N1.N1C(NC(C2C(=O)N3C(SC4C=C(OCC)C([N+]([O-])=O)=CC=43)=NC=2)=O)=NN=N1.N1C(NC(C2C(=O)N3C(SC4C=C(O)C([N+]([O-])=O)=CC=43)=NC=2)=O)=NN=N1.N1C(NC(C2C(=O)N3C(SC4C=C(Cl)C([N+]([O-])=O)=CC=43)=NC=2)=O)=NN=N1.N1C(NC(C2C(=O)N3C(SC4C=C(F)C([N+]([O-])=O)=CC=43)=NC=2)=O)=NN=N1>>[NH:1]1[C:5]([NH:6][C:7]([C:9]2[C:17](=[O:18])[N:16]3[C:12]([S:13][C:14]4[CH:22]=[C:21]([S:41][CH3:40])[C:20]([N+:26]([O-:28])=[O:27])=[CH:19][C:15]=43)=[N:11][CH:10]=2)=[O:8])=[N:4][N:3]=[N:2]1. Procedure details: N-(5-tetrazolyl)-7-nitro-8-methyl-4-oxo-4H-pyrimido[2,1-b]benzothiazole-3-carboximide; N-(5-tetrazolyl)-7-nitro-8-n-propyl-4-oxo-4H-pyrimido[2,1-b]benzothiazole-3-carboxamide; N-(5-tetrazolyl)-7-nitro-8-methoxy-4-oxo-4H-pyrimido[2,1-b]benzothiazole-3-carboxamide; N-(5-tetrazolyl)-7-nitro-8-ethoxy-4-oxo-4H-pyrimido[2,1-b]benzothiazole-3-carboxamide; N-(5-tetrazolyl)-7-nitro-8-hydroxy-4-oxo-4H-pyrimido[2,1-b]benzothiazole-3-carboxamide; N-(5-tetrazolyl)-7-nitro-8-chloro-4-oxo-4H-pyrimido[2,1-b]ben... Starting materials: Br (hydrobromic acid), FC1(CCC(CC1)C1=C(C(=NC=2CC(C[C@@H](C12)O)(C)C)C1CCN(CC1)C1=NC=C(C=N1)OCC(CO)CO)[C@H](C1=CC=C(C=C1)C(F)(F)F)F)F ((5S)-4-(4,4-Difluorocyclohexyl)-3-{(S)-fluoro[4-(trifluoromethyl)phenyl]methyl}-2-(1-{5-[3-hydroxy-2-(hydroxymethyl)propoxy]pyrimidin-2-yl}piperidin-4-yl)-7,7-dimethyl-5,6,7,8-tetrahydroquinolin-5-ol). The product is Br.Br.FC1(CCC(CC1)C1=C(C(=NC=2CC(C[C@@H](C12)O)(C)C)C1CCN(CC1)C1=NC=C(C=N1)OCC(CO)CO)[C@H](C1=CC=C(C=C1)C(F)(F)F)F)F ((5S)-4-(4,4-Difluorocyclohexyl)-3-{(S)-fluoro[4-(trifluoromethyl)phenyl]methyl}-2-(1-{5-[3-hydroxy-2-(hydroxymethyl)propoxy]pyrimidin-2-yl}piperidin-4-yl)-7,7-dimethyl-5,6,7,8-tetrahydroquinolin-5-ol dihydrobromide), powder. The yield is 88.0%. RXN SMILES: [BrH:1].[F:2][C:3]1([F:53])[CH2:8][CH2:7][CH:6]([C:9]2[C:18]3[C@@H:17]([OH:19])[CH2:16][C:15]([CH3:21])([CH3:20])[CH2:14][C:13]=3[N:12]=[C:11]([CH:22]3[CH2:27][CH2:26][N:25]([C:28]4[N:33]=[CH:32][C:31]([O:34][CH2:35][CH:36]([CH2:39][OH:40])[CH2:37][OH:38])=[CH:30][N:29]=4)[CH2:24][CH2:23]3)[C:10]=2[C@@H:41]([F:52])[C:42]2[CH:47]=[CH:46][C:45]([C:48]([F:51])([F:50])[F:49])=[CH:44][CH:43]=2)[CH2:5][CH2:4]1>>[BrH:1].[BrH:1].[F:53][C:3]1([F:2])[CH2:4][CH2:5][CH:6]([C:9]2[C:18]3[C@@H:17]([OH:19])[CH2:16][C:15]([CH3:20])([CH3:21])[CH2:14][C:13]=3[N:12]=[C:11]([CH:22]3[CH2:27][CH2:26][N:25]([C:28]4[N:33]=[CH:32][C:31]([O:34][CH2:35][CH:36]([CH2:39][OH:40])[CH2:37][OH:38])=[CH:30][N:29]=4)[CH2:24][CH2:23]3)[C:10]=2[C@@H:41]([F:52])[C:42]2[CH:47]=[CH:46][C:45]([C:48]([F:49])([F:51])[F:50])=[CH:44][CH:43]=2)[CH2:7][CH2:8]1 |f:2.3.4|. Procedure: Reactions similar to those of Example 1 were performed except for using 0.22 ml of 47% hydrobromic acid instead of 35% hydrochloric acid, and from 0.70 g (0.95 mmol) of (5S)-4-(4,4-Difluorocyclohexyl)-3-{(S)-fluoro[4-(trifluoromethyl)phenyl]methyl}-2-(1-{5-[3-hydroxy-2-(hydroxymethyl)propoxy]pyrimidin-2-yl}piperidin-4-yl)-7,7-dimethyl-5,6,7,8-tetrahydroquinolin-5-ol, which was prepared by a method similar to that of Reference Example 22, 741 mg of the title compound was obtained as a white powde... Starting materials: CN(CCCN)C (N,N-Dimethyl-1,3-propanediamine), CO (methanol), C(Cl)(Cl)Cl (chloroform), O=C1N(CC1N1C(C=2C(C1=O)=CC=CC2)=O)C(C(=O)[O-])C=2SC=CC2 (2-(2-oxo-3-phthalimido-1-azetidinyl)-2-(2-thienyl)-acetate). Solvent: C(C)(=O)OCC (ethyl acetate). Run at time 8 hour. Yields the product NC1C(N(C1)C(C(=O)OC)C=1SC=CC1)=O (methyl 2-(3-amino-2-oxo-1-azetidinyl)-2-(2-thienyl)acetate). The yield is 64.0%. Reaction SMILES: [CH3:1]N(C)CCCN.CO.C(Cl)(Cl)Cl.[O:14]=[C:15]1[CH:18]([N:19]2C(=O)C3=CC=CC=C3C2=O)[CH2:17][N:16]1[CH:30]([C:34]1[S:35][CH:36]=[CH:37][CH:38]=1)[C:31]([O-:33])=[O:32]>C(OCC)(=O)C>[NH2:19][CH:18]1[CH2:17][N:16]([CH:30]([C:34]2[S:35][CH:36]=[CH:37][CH:38]=2)[C:31]([O:33][CH3:1])=[O:32])[C:15]1=[O:14]. Reported procedure: N,N-Dimethyl-1,3-propanediamine (1.32 g.) was added to a mixture of methanol (30 ml.) and chloroform (18 ml.) containing 2-(2-oxo-3-phthalimido-1-azetidinyl)-2-(2-thienyl)-acetate (2.22 g.), whereafter the mixture was stirred at ambient temperature overnight. After the reaction, the reaction mixture was evaporated to dryness under reduced pressure to give a residue, which was dissolved in ethyl acetate. The solution was extracted with three portions of an aqueous solution consisting of 1 N hydro... The reactants are ClC=1C=C(C=2NC(C3=C(N(C2N1)CC)N=CC=C3)=O)C (2-chloro-5,11-dihydro-11l-ethyl-4-methyl-6H-dipyrido[3,2-b:2',3'-e][1,4]diazepin-6-one), N1CC(CCC1)CO (3-piperidinemethanol). Yields the product C(C)N1C2=C(NC(C3=C1N=CC=C3)=O)C(=CC(=N2)N2CC(CCC2)CO)C (5,11-Dihydro-11-ethyl-2-[3-(hydroxymethyl)piperidin-1-yl]-4-methyl-6H-dipyrido[3,2-b:2',3'-e][1,4]diazepin-6-one). As a reaction SMILES: Cl[C:2]1[CH:3]=[C:4]([CH3:20])[C:5]2[NH:6][C:7](=[O:19])[C:8]3[CH:18]=[CH:17][CH:16]=[N:15][C:9]=3[N:10]([CH2:13][CH3:14])[C:11]=2[N:12]=1.[NH:21]1[CH2:26][CH2:25][CH2:24][CH:23]([CH2:27][OH:28])[CH2:22]1>>[CH2:13]([N:10]1[C:9]2[N:15]=[CH:16][CH:17]=[CH:18][C:8]=2[C:7](=[O:19])[NH:6][C:5]2[C:4]([CH3:20])=[CH:3][C:2]([N:21]3[CH2:26][CH2:25][CH2:24][CH:23]([CH2:27][OH:28])[CH2:22]3)=[N:12][C:11]1=2)[CH3:14]. Procedure: The title compound, m.p. 194°-197° C., was synthesized from 2-chloro-5,11-dihydro-11l-ethyl-4-methyl-6H-dipyrido[3,2-b:2',3'-e][1,4]diazepin-6-one and 3-piperidinemethanol using procedures analogous to those described above, except that the mixture was heated at 170°-180° C. for 2.5 hrs, and the product was crystallized from ethyl acetate. The reactants are FC1=C(C#N)C=CC=C1 (2-fluorobenzonitrile), N1CCCCC1 (piperidine). Product: N1(CCCCC1)C1=C(C#N)C=CC=C1 (2-Piperidinobenzonitrile). Reaction SMILES: F[C:2]1[CH:9]=[CH:8][CH:7]=[CH:6][C:3]=1[C:4]#[N:5].[NH:10]1[CH2:15][CH2:14][CH2:13][CH2:12][CH2:11]1>>[N:10]1([C:2]2[CH:9]=[CH:8][CH:7]=[CH:6][C:3]=2[C:4]#[N:5])[CH2:15][CH2:14][CH2:13][CH2:12][CH2:11]1. Procedure: According to a similar manner to that in Reference Example 12, the title compound was synthesized from 2-fluorobenzonitrile and piperidine. The reactants are O=C(n1ccnc1)n1ccnc1, CC(C)O, CC(Oc1ccc(COc2ccc(Cl)cc2)cc1)C(=O)O, C1CCOC1. Product: CC(C)OC(=O)C(C)Oc1ccc(COc2ccc(Cl)cc2)cc1. Reaction SMILES: [C:22]([n:23]1[cH:24][cH:25][n:26][cH:27]1)([n:28]1[cH:29][cH:30][n:31][cH:32]1)=[O:33].[CH:34]([CH3:35])([CH3:36])[OH:37].[Cl:1][c:2]1[cH:3][cH:4][c:5]([O:6][CH2:7][c:8]2[cH:9][cH:10][c:11]([O:12][CH:13]([C:14](=[O:15])[OH:16])[CH3:17])[cH:18][cH:19]2)[cH:20][cH:21]1.[O:38]1[CH2:39][CH2:40][CH2:41][CH2:42]1>>[Cl:1][c:2]1[cH:3][cH:4][c:5]([O:6][CH2:7][c:8]2[cH:9][cH:10][c:11]([O:12][CH:13]([C:14](=[O:15])[O:16][CH:34]([CH3:35])[CH3:36])[CH3:17])[cH:18][cH:19]2)[cH:20][cH:21]1.